From a dataset of the Open Reaction Database (ORD), a public repository of structured organic reaction records. describe an organic reaction: reactants, conditions, products, and yield Starting materials: ClC1=NC=C(C(=O)OC)C=C1 (Methyl 6-chloronicotinate), C(#N)C1=C(C=CC=C1)B(O)O ((2-cyanophenyl)boronic acid), solution, C([O-])([O-])=O.[K+].[K+] (potassium carbonate). Reagents/catalysts: C=1C=CC(=CC1)[P](C=2C=CC=CC2)(C=3C=CC=CC3)[Pd]([P](C=4C=CC=CC4)(C=5C=CC=CC5)C=6C=CC=CC6)([P](C=7C=CC=CC7)(C=8C=CC=CC8)C=9C=CC=CC9)[P](C=1C=CC=CC1)(C=1C=CC=CC1)C=1C=CC=CC1 (tetrakis(triphenylphosphine)palladium(0)). Solvent: O1CCOCC1 (1,4-dioxane). Product: C(#N)C1=C(C=CC=C1)C1=NC=C(C(=O)OC)C=C1 (methyl 6-(2-cyanophenyl)nicotinate). Isolated yield 14.0%. As a reaction SMILES: Cl[C:2]1[CH:11]=[CH:10][C:5]([C:6]([O:8][CH3:9])=[O:7])=[CH:4][N:3]=1.[C:12]([C:14]1[CH:19]=[CH:18][CH:17]=[CH:16][C:15]=1B(O)O)#[N:13].C(=O)([O-])[O-].[K+].[K+]>C1C=CC([P]([Pd]([P](C2C=CC=CC=2)(C2C=CC=CC=2)C2C=CC=CC=2)([P](C2C=CC=CC=2)(C2C=CC=CC=2)C2C=CC=CC=2)[P](C2C=CC=CC=2)(C2C=CC=CC=2)C2C=CC=CC=2)(C2C=CC=CC=2)C2C=CC=CC=2)=CC=1.O1CCOCC1>[C:12]([C:14]1[CH:19]=[CH:18][CH:17]=[CH:16][C:15]=1[C:2]1[CH:11]=[CH:10][C:5]([C:6]([O:8][CH3:9])=[O:7])=[CH:4][N:3]=1)#[N:13] |f:2.3.4,^1:32,34,53,72|. Reported procedure: Methyl 6-chloronicotinate (1.00 g, 5.83 mmol) and (2-cyanophenyl)boronic acid (856 mg, 5.83 mmol) were added to 1,4-dioxane (50 mL). To this was added 14.6 mL of a 2 M solution of aqueous potassium carbonate and tetrakis(triphenylphosphine)palladium(0) (337 mg, 0.291 mmol). The above reagents were heated at reflux for 5 hours. The reaction was cooled to room temperature and partitioned between ethyl acetate (50 mL) and water (20 mL), the phases were separated and the organic layer was dried over... The product is O1CCN(CC1)C(=O)CCN(C)C(=O)O[C@H](C(=O)O)CC1=CC=CC=C1 (2(S)-[N-(2-morpholinocarbonylethyl)-N-methylaminocarbonyloxy]-3-phenylpropionic acid). Isolated yield 98.4%. The solvent is CO (methanol), O (water). Reaction SMILES: [O:1]1[CH2:6][CH2:5][N:4]([C:7]([CH2:9][CH2:10][N:11]([C:13]([O:15][C@@H:16]([CH2:27][C:28]2[CH:33]=[CH:32][CH:31]=[CH:30][CH:29]=2)[C:17]([O:19]CC2C=CC=CC=2)=[O:18])=[O:14])[CH3:12])=[O:8])[CH2:3][CH2:2]1.[H][H]>CO.O.[Pd]>[O:1]1[CH2:6][CH2:5][N:4]([C:7]([CH2:9][CH2:10][N:11]([C:13]([O:15][C@@H:16]([CH2:27][C:28]2[CH:33]=[CH:32][CH:31]=[CH:30][CH:29]=2)[C:17]([OH:19])=[O:18])=[O:14])[CH3:12])=[O:8])[CH2:3][CH2:2]1. Reagents/catalysts: [Pd] (palladium on carbon). Starting materials: O1CCN(CC1)C(=O)CCN(C)C(=O)O[C@H](C(=O)OCC1=CC=CC=C1)CC1=CC=CC=C1 (benzyl 2(S)-[N-(2-morpholinocarbonylethyl)-N-methylaminocarbonyloxy]-3-phenylpropionate), [H][H] (hydrogen). Reported procedure: A solution of benzyl 2(S)-[N-(2-morpholinocarbonylethyl)-N-methylaminocarbonyloxy]-3-phenylpropionate (726 mg) in methanol (150 ml) and water (10 ml) was hydrogenated over 10% palladium on carbon (80 mg) at atmospheric pressure of hydrogen for 1 hour. The solution was filtered and concentrated in vacuo to give 2(S)-[N-(2-morpholinocarbonylethyl)-N-methylaminocarbonyloxy]-3-phenylpropionic acid (573 mg).